Dataset: the Open Reaction Database (ORD), a public repository of structured organic reaction records. Task: describe an organic reaction: reactants, conditions, products, and yield Starting materials: Cl (HCl), C(C)(C)(C)OC(=O)CNCCC(=O)OCC1=C(C=C(C(=C1)F)F)C=1C=C2C(=NC(=NC2=CC1)N)C(=O)N1CC2=CC=CC=C2C1 (2-[2-amino-4-(1,3-dihydroisoindole-2-carbonyl)quinazolin-6-yl]-4,5-difluorobenzyl 3-(tert-butoxycarbonylmethylamino)propionate). Solvent: O1CCOCC1 (dioxane), ClCCl (dichloromethane). Run at temperature 25 celsius, time 1 hour. Product: Cl.Cl.N[C@@H](C(=O)OCC1=C(C=C(C(=C1)F)F)C=1C=C2C(=NC(=NC2=CC1)N)C(=O)N1CC2=CC=CC=C2C1)CO (2-[2-Amino-4-(1,3-dihydroisoindole-2-carbonyl)quinazolin-6-yl]-4,5-difluorobenzyl (R)-2-amino-3-hydroxypropionate dihydrochloride). Reaction SMILES: [ClH:1].C(OC(CNCC[C:13]([O:15][CH2:16][C:17]1[CH:22]=[C:21]([F:23])[C:20]([F:24])=[CH:19][C:18]=1[C:25]1[CH:26]=[C:27]2[C:32](=[CH:33][CH:34]=1)[N:31]=[C:30]([NH2:35])[N:29]=[C:28]2[C:36]([N:38]1[CH2:46][C:45]2[C:40](=[CH:41][CH:42]=[CH:43][CH:44]=2)[CH2:39]1)=[O:37])=[O:14])=O)(C)(C)C>O1CCOCC1.ClCCl>[ClH:1].[ClH:1].[NH2:29][C@H:28]([CH2:36][OH:37])[C:13]([O:15][CH2:16][C:17]1[CH:22]=[C:21]([F:23])[C:20]([F:24])=[CH:19][C:18]=1[C:25]1[CH:26]=[C:27]2[C:32](=[CH:33][CH:34]=1)[N:31]=[C:30]([NH2:35])[N:29]=[C:28]2[C:36]([N:38]1[CH2:46][C:45]2[C:40](=[CH:41][CH:42]=[CH:43][CH:44]=2)[CH2:39]1)=[O:37])=[O:14] |f:4.5.6|. Procedure details: 1.26 ml of 4N HCl in dioxane are added to 850 mg of 2-[2-amino-4-(1,3-dihydroisoindole-2-carbonyl)quinazolin-6-yl]-4,5-difluorobenzyl 3-(tert-butoxycarbonylmethylamino)propionate in 20 ml of dichloromethane with ice-cooling. The mixture is subsequently stirred at 25° C. for a further 1 h, evaporated to dryness in vacuo and recrystallised from ethanol. The reactants are CC1=C(C(=C(C(=C1Cl)Cl)Cl)Cl)C (dimethyltetrachlorobenzene), CC=1C=CC=CC1C (o-xylene), ClCl (chlorine), FeCl3, ClCl (chlorine). The reagents and catalysts are [Hg] (mercury). Solvent: C(Cl)(Cl)(Cl)Cl (CCl4). Reaction conditions: time 6 hour. Yields the product CC1=C(C(=C(C(=C1Cl)Cl)Cl)Cl)CCl (1-methyl-2-chloromethyl-3,4,5,6-tetrachlorobenzene). Yield: 78.7%. Reaction SMILES: CC1C=CC=CC=1C.[Cl:9]Cl.[CH3:11][C:12]1[C:17]([Cl:18])=[C:16]([Cl:19])[C:15]([Cl:20])=[C:14]([Cl:21])[C:13]=1[CH3:22]>C(Cl)(Cl)(Cl)Cl.[Hg]>[CH3:22][C:13]1[C:14]([Cl:21])=[C:15]([Cl:20])[C:16]([Cl:19])=[C:17]([Cl:18])[C:12]=1[CH2:11][Cl:9]. Reported procedure: 530 g of o-xylene in 5 liters of CCl4 was chlorinated in the nucleus in the presence of 10 g of FeCl3 by passing chlorine over the reaction solution while stirring the latter, at a pressure of 0.06 atmospheres excess pressure, with the exclusion of light. The first half of the amount of chlorine calculated for dimethyltetrachlorobenzene was introduced into the gas chamber of the reaction vessel at a liquid phase temperature of 20° C, and the remainder at 40° C. The reaction time was about 6 hour... The reactants are Cl.C1(=CC=CC=C1)N(C(=O)C1=CC2=C(N(C(=N2)CN(C)C2=CC=C(C=C2)C(N)=N)C)C=C1)CCC(=O)OCC (1-methyl-2-[N-(4-amidinophenyl)-N-methylaminomethyl]benzimidazol-5-yl-carboxylic acid-N-phenyl-N-(2-ethoxycarbonylethyl)amide hydrochloride), [OH-].[Na+] (sodium hydroxide), C27H28N6O3. The product is C1(=CC=CC=C1)N(C(=O)C1=CC2=C(N(C(=N2)CN(C)C2=CC=C(C=C2)C(N)=N)C)C=C1)CCC(=O)O (1-Methyl-2-[N-(4-amidinophenyl)-N-methylaminomethyl]benzimidazol-5-yl-carboxylic acid-N-phenyl-N-(2-hydroxycarbonylethyl)amide). The yield is 80.0%. As a reaction SMILES: Cl.[C:2]1([N:8]([CH2:33][CH2:34][C:35]([O:37]CC)=[O:36])[C:9]([C:11]2[CH:32]=[CH:31][C:14]3[N:15]([CH3:30])[C:16]([CH2:18][N:19]([C:21]4[CH:26]=[CH:25][C:24]([C:27](=[NH:29])[NH2:28])=[CH:23][CH:22]=4)[CH3:20])=[N:17][C:13]=3[CH:12]=2)=[O:10])[CH:7]=[CH:6][CH:5]=[CH:4][CH:3]=1.[OH-].[Na+]>>[C:2]1([N:8]([CH2:33][CH2:34][C:35]([OH:37])=[O:36])[C:9]([C:11]2[CH:32]=[CH:31][C:14]3[N:15]([CH3:30])[C:16]([CH2:18][N:19]([C:21]4[CH:26]=[CH:25][C:24]([C:27](=[NH:28])[NH2:29])=[CH:23][CH:22]=4)[CH3:20])=[N:17][C:13]=3[CH:12]=2)=[O:10])[CH:7]=[CH:6][CH:5]=[CH:4][CH:3]=1 |f:0.1,2.3|. Procedure: Prepared analogously to Example 26 from 1-methyl-2-[N-(4-amidinophenyl)-N-methylaminomethyl]benzimidazol-5-yl-carboxylic acid-N-phenyl-N-(2-ethoxycarbonylethyl)amide hydrochloride and sodium hydroxide solution. Yield: 80% of theory, C27H28N6O3 (484.6); EKA mass spectrum: (M+H)+=485; (M+H+Na)++=254; (M+Na)+=507; (M+2Na)+=265. The reactants are [Br-], CCN(CC)C(=O)COc1ccc(C(C)=O)cc1OC. Product: CCN(CC)C(=O)COc1ccc(C(=O)CBr)cc1OC. As a reaction SMILES: [Br-:21].[CH2:1]([CH3:2])[N:3]([C:4]([CH2:5][O:6][c:7]1[c:8]([O:16][CH3:17])[cH:9][c:10]([C:13]([CH3:14])=[O:15])[cH:11][cH:12]1)=[O:18])[CH2:19][CH3:20]>>[CH2:1]([CH3:2])[N:3]([C:4]([CH2:5][O:6][c:7]1[c:8]([O:16][CH3:17])[cH:9][c:10]([C:13]([CH2:14][Br:21])=[O:15])[cH:11][cH:12]1)=[O:18])[CH2:19][CH3:20]. Product: O=C1NC2(N(C1)C(CC2)=O)C (2.5-Dioxo-7a-methylhexahydro-1H-pyrrolo[1,2-a1imidazole). Yield: 21.0%. Procedure: To a solution of glycinamide hydrochloride (18.4 g, 0.166 mol) in water (200 ml), adjusted to pH 9.5 with 10% sodium hydroxide (about 60 ml), ethyl 4-oxopentanoate (20 g, 0.139 mol) was added. The solution was refluxed for 24 hours. After cooling the solvent was evaporated under vacuum and the residue was chromatographed over silica gel (dichloromethane-methanol 9:1) to afford 4.5 g (21%) of the title compound, m.p. 187°-189° C. NMR (CDCl3): deltaH =4.17 and 3.53 (ABq, J=16 Hz, 2H, NCH2CO), 1.5 ... Solvent: O (water). Starting materials: Cl.NCC(=O)N (glycinamide hydrochloride), [OH-].[Na+] (sodium hydroxide), O=C(CCC(=O)OCC)C (ethyl 4-oxopentanoate). As a reaction SMILES: Cl.[NH2:2][CH2:3][C:4]([NH2:6])=[O:5].[OH-].[Na+].O=[C:10]([CH3:18])[CH2:11][CH2:12][C:13](OCC)=[O:14]>O>[O:5]=[C:4]1[CH2:3][N:2]2[C:13](=[O:14])[CH2:12][CH2:11][C:10]2([CH3:18])[NH:6]1 |f:0.1,2.3|.